From a dataset of the Open Reaction Database (ORD), a public repository of structured organic reaction records. describe an organic reaction: reactants, conditions, products, and yield Reactants: C(C)(C)(C)P(C1=C(C=CC=C1)C1=CC=CC=C1)C(C)(C)C (2-(Di-t-butylphosphino)biphenyl), CC(C)([O-])C.[Na+] (sodium tert-butoxide), BrC1=CC(=C(N)C(=C1)[N+](=O)[O-])C (4-bromo-2-methyl-6-nitroaniline), N1CCOCC1 (morpholine). The reagents and catalysts are C=1C=CC(=CC1)/C=C/C(=O)/C=C/C2=CC=CC=C2.C=1C=CC(=CC1)/C=C/C(=O)/C=C/C2=CC=CC=C2.C=1C=CC(=CC1)/C=C/C(=O)/C=C/C2=CC=CC=C2.[Pd].[Pd] (Tris(dibenzylideneacetone)dipalladium). Solvent: C1CCOC1 (THF). Reaction conditions: temperature 85 celsius, time 3 day. Product: CC1=C(C(=CC(=C1)N1CCOCC1)[N+](=O)[O-])N (2-Methyl-4-morpholin-4-yl-6-nitro-phenylamine). Reaction SMILES: C(P(C(C)(C)C)C1C=CC=CC=1C1C=CC=CC=1)(C)(C)C.CC(C)([O-])C.[Na+].Br[C:29]1[CH:35]=[C:34]([N+:36]([O-:38])=[O:37])[C:32]([NH2:33])=[C:31]([CH3:39])[CH:30]=1.[NH:40]1[CH2:45][CH2:44][O:43][CH2:42][CH2:41]1>C1C=CC(/C=C/C(/C=C/C2C=CC=CC=2)=O)=CC=1.C1C=CC(/C=C/C(/C=C/C2C=CC=CC=2)=O)=CC=1.C1C=CC(/C=C/C(/C=C/C2C=CC=CC=2)=O)=CC=1.[Pd].[Pd].C1COCC1>[CH3:39][C:31]1[CH:30]=[C:29]([N:40]2[CH2:45][CH2:44][O:43][CH2:42][CH2:41]2)[CH:35]=[C:34]([N+:36]([O-:38])=[O:37])[C:32]=1[NH2:33] |f:1.2,5.6.7.8.9|. Procedure details: To a 800 ml pressure flask was added Tris(dibenzylideneacetone)dipalladium (2.64 g, 2.88 mmol), 2-(Di-t-butylphosphino)biphenyl (1.42 g, 4.75 mmol) and sodium tert-butoxide (17.5 g, 182 mmol). Then dry THF (500 mL), 4-bromo-2-methyl-6-nitroaniline (30.0 g, 130 mmol) and morpholine (34 ml, 390 mmol) were added. Argon was bubbled through the solution for 1 minute and the flask was sealed. The reaction mixture was stirred at 85° C. for 3 days. THF was evaporated in vacuo and the crude product was p... The reactants are O=C([O-])[O-], CCOC(=O)CCCBr, CC(C)=O, CCOC(C)=O, CCCCCC, Oc1ccc(Cl)c(Cl)c1, [I-], [K+], [K+], [Na+], [Na+], [OH-]. Yields the product CCOC(=O)CCCOc1ccc(Cl)c(Cl)c1. RXN SMILES: [C:1](=[O:2])([O-:3])[O-:4].[CH2:18]([CH3:19])[O:20][C:21]([CH2:22][CH2:23][CH2:24][Br:25])=[O:26].[CH3:29][C:30](=[O:31])[CH3:32].[CH3:33][CH2:34][O:35][C:36]([CH3:37])=[O:38].[CH3:39][CH2:40][CH2:41][CH2:42][CH2:43][CH3:44].[Cl:9][c:10]1[cH:11][c:12]([OH:17])[cH:13][cH:14][c:15]1[Cl:16].[I-:8].[K+:5].[K+:6].[Na+:28].[Na+:7].[OH-:27]>>[Cl:9][c:10]1[cH:11][c:12]([O:17][CH2:24][CH2:23][CH2:22][C:21]([O:20][CH2:18][CH3:19])=[O:26])[cH:13][cH:14][c:15]1[Cl:16]. Reactants: [N+](=O)([O-])C=1C=C(CS(=O)(=O)NC=2C=C(C=CC2)NC(OC(C)(C)C)=O)C=CC1 (tert-Butyl (3-{[(3-nitrobenzyl)sulfonyl]amino}phenyl)carbamate), Cl (hydrogen chloride). Solvent: O1CCOCC1 (1,4-dioxane). Run at time 2 hour. Product: Cl.NC=1C=C(C=CC1)NS(=O)(=O)CC1=CC(=CC=C1)[N+](=O)[O-] (N-(3-Aminophenyl)-1-(3-nitrophenyl)methanesulfonamide hydrochloride). RXN SMILES: [N+:1]([C:4]1[CH:5]=[C:6]([CH:26]=[CH:27][CH:28]=1)[CH2:7][S:8]([NH:11][C:12]1[CH:13]=[C:14]([NH:18]C(=O)OC(C)(C)C)[CH:15]=[CH:16][CH:17]=1)(=[O:10])=[O:9])([O-:3])=[O:2].[ClH:29]>O1CCOCC1>[ClH:29].[NH2:18][C:14]1[CH:13]=[C:12]([NH:11][S:8]([CH2:7][C:6]2[CH:26]=[CH:27][CH:28]=[C:4]([N+:1]([O-:3])=[O:2])[CH:5]=2)(=[O:9])=[O:10])[CH:17]=[CH:16][CH:15]=1 |f:3.4|. Reported procedure: tert-Butyl (3-{[(3-nitrobenzyl)sulfonyl]amino}phenyl)carbamate (0.50 g, 1.2 mmol) and 4.0 M of hydrogen chloride were dissolved in 1,4-dioxane (3 mL) and stirred at rt for 2 h. The solvent was removed under vacuum and the white powder product (0.37 g, 98%) as a HCl salt was used in the next step without further purification. LCMS for C13H13N3O4S (M+H)+: m/z=308.0. Starting materials: cyclic sulfates, Polycyclic Aryl-Heteroaryl, Polycyclic Phenyl, halogenated or haloalkoxy carbon, FC([C@@H](CO)O)(F)F ((2R)-(+)-3,3,3-Trifluoro-1,2-propanediol), S(=O)(=O)(Cl)Cl (sulfuryl chloride), N1C=NC=C1 (imidazole), secondary amines, FC(C=C)(F)F (3,3,3-trifluoropropene), Heteroaryl Amines, FC([C@@H](CO)O)(F)F ((2R)-(+)-3,3,3-Trifluoro-1,2-propanediol), cyclic sulfate, cyclic sulfates, Halogenated 1-Substitutedamino-2-propanols, Cyclic sulfates, Halogenated 1-Substitutedamino-2-propanols, Halogenated 1-Substitutedamino-2-propanols, Phenyl Amines. The solvent is C(Cl)Cl (methylene chloride). Yields the product FC([C@@H]1OS(OC1)(=O)=O)(F)F ((4R)-(+)4-trifluoromethyl-2,2-dioxo-1,3,2-dioxathiolane). As a reaction SMILES: [F:1][C:2]([F:8])([F:7])[C@H:3]([OH:6])[CH2:4][OH:5].FC(F)(F)C=C.[S:15](Cl)(Cl)(=[O:17])=[O:16].N1C=CN=C1>C(Cl)Cl>[F:1][C:2]([F:8])([F:7])[C@H:3]1[CH2:4][O:5][S:15](=[O:17])(=[O:16])[O:6]1. Reported procedure: Formula I-HP (“Generic Polycyclic Aryl and Heteroaryl (R)-Chiral Halogenated 1-Substitutedamino-2-propanols”), Formula I-HPC (“Polycyclic Aryl-Heteroaryl (R)-Chiral Halogenated 1-Substitutedamino-2-Propanols”), and Formula I-C (“Polycyclic Phenyl (R)-Chiral Halogenated 1-Substitutedamino-2-Propanols”) compounds can further be prepared in an alternate manner to procedures disclosed above and in Schemes 1 to 7, 9 through 11, 45 through 50, and 56 through 58. Another alternate procedure to prepare ...